From a dataset of the Open Reaction Database (ORD), a public repository of structured organic reaction records. describe an organic reaction: reactants, conditions, products, and yield The reactants are C(C1=CC=CC=C1)N=CC1=C(C=CC=C1)O (2-(benzylimino-methyl)-phenol), [BH4-].[Na+] (Sodium borohydride), [BH4-] (borohydride), O (water). The solvent is CC(C)O (2-propanol), CC(C)O (2-propanol). Reaction conditions: time 1 hour. The product is C(C1=CC=CC=C1)NCC1=C(C=CC=C1)O (2-(benzylamino-methyl)-phenol). The yield is 89.1%. As a reaction SMILES: [BH4-].[Na+].[CH2:3]([N:10]=[CH:11][C:12]1[CH:17]=[CH:16][CH:15]=[CH:14][C:13]=1[OH:18])[C:4]1[CH:9]=[CH:8][CH:7]=[CH:6][CH:5]=1.O.[BH4-]>CC(O)C>[CH2:3]([NH:10][CH2:11][C:12]1[CH:17]=[CH:16][CH:15]=[CH:14][C:13]=1[OH:18])[C:4]1[CH:5]=[CH:6][CH:7]=[CH:8][CH:9]=1 |f:0.1|. Procedure: Sodium borohydride (0.2 g) was added in small portions to 3 mL of dry 2-propanol in a nitrogen atmosphere. To this mixture was added dropwise a solution of 1.0 g of 2-(benzylimino-methyl)-phenol in 3 mL of 2-propanol. After complete addition, stirring was continued for 1 h. Then water was added in order to decompose excess borohydride, and the volatiles were removed in vacuo. The residue was redissolved in ethyl acetate, washed with water, dried (sodium sulfate) and concentrated yielding 0.9 g o...